From a dataset of the Open Reaction Database (ORD), a public repository of structured organic reaction records. describe an organic reaction: reactants, conditions, products, and yield The reactants are C(C(C)C)(=O)OCCCCCCCCCCCC (dodecyl isobutyrate), C1(=CC=CC=C1)C(C(C)=O)=O (1-phenyl-1,2-propanedione). Run in CCCCCC (hexane). Product: OC(C(C(=O)OCCCCCCCCCCCC)(C)C)(C(C)=O)C1=CC=CC=C1 (dodecyl 3-hydroxy-2,2-dimethyl-4-oxo-3-phenylpentanoate). Yield: 31.6%. Reaction SMILES: [C:1]([O:6][CH2:7][CH2:8][CH2:9][CH2:10][CH2:11][CH2:12][CH2:13][CH2:14][CH2:15][CH2:16][CH2:17][CH3:18])(=[O:5])[CH:2]([CH3:4])[CH3:3].[C:19]1([C:25](=[O:29])[C:26](=[O:28])[CH3:27])[CH:24]=[CH:23][CH:22]=[CH:21][CH:20]=1>CCCCCC>[OH:29][C:25]([C:19]1[CH:24]=[CH:23][CH:22]=[CH:21][CH:20]=1)([C:26](=[O:28])[CH3:27])[C:2]([CH3:3])([CH3:4])[C:1]([O:6][CH2:7][CH2:8][CH2:9][CH2:10][CH2:11][CH2:12][CH2:13][CH2:14][CH2:15][CH2:16][CH2:17][CH3:18])=[O:5]. Reported procedure: The reaction of dodecyl isobutyrate (6.4 g, 0.025 mole) with 1-phenyl-1,2-propanedione (3.7 g, 0.025 mole) is conducted in the manner described in Example I. Thin layer chromatography of the crude reaction mixture indicated the presence of two main reaction products. High pressure liquid chromatography on silica gel using 2% ethyl acetate in hexane as the eluant yields pure dodecyl 3-hydroxy-2,2-dimethyl-4-oxo-3-phenylpentanoate (IVa) (3.2 g, 32%), b.p. 148° C. (Kugelrohr air bath temperature) a... Reactants: BrC=1C=CC=2C3=C(N(C2C1)C)CCN(C3)C(=O)OC(C)(C)C (tert-Butyl 7-bromo-5-methyl-3,4-dihydro-1H-pyrido[4,3-b]indole-2(5H)-carboxylate), C(CC1=CC=CC=C1)N1CC(NCC1)=O (4-phenethylpiperazin-2-one). Yields the product CN1C2=C(C=3C=CC(=CC13)N1C(CN(CC1)CCC1=CC=CC=C1)=O)CN(CC2)C(=O)OC(C)(C)C (tert-Butyl 5-methyl-7-(2-oxo-4-phenethylpiperazin-1-yl)-3,4-dihydro-1H-pyrido[4,3-b]indole-2(5H)-carboxylate). Yield: 38.2%. Reaction SMILES: Br[C:2]1[CH:3]=[CH:4][C:5]2[C:6]3[CH2:15][N:14]([C:16]([O:18][C:19]([CH3:22])([CH3:21])[CH3:20])=[O:17])[CH2:13][CH2:12][C:7]=3[N:8]([CH3:11])[C:9]=2[CH:10]=1.[CH2:23]([N:31]1[CH2:36][CH2:35][NH:34][C:33](=[O:37])[CH2:32]1)[CH2:24][C:25]1[CH:30]=[CH:29][CH:28]=[CH:27][CH:26]=1>>[CH3:11][N:8]1[C:9]2[CH:10]=[C:2]([N:34]3[CH2:35][CH2:36][N:31]([CH2:23][CH2:24][C:25]4[CH:26]=[CH:27][CH:28]=[CH:29][CH:30]=4)[CH2:32][C:33]3=[O:37])[CH:3]=[CH:4][C:5]=2[C:6]2[CH2:15][N:14]([C:16]([O:18][C:19]([CH3:22])([CH3:21])[CH3:20])=[O:17])[CH2:13][CH2:12][C:7]1=2. Procedure details: tert-Butyl 7-bromo-5-methyl-3,4-dihydro-1H-pyrido[4,3-b]indole-2(5H)-carboxylate (370 mg, 1.01 mmol) and 4-phenethylpiperazin-2-one (197 mg, 0.965 mmol) were reacted according to Example 2 (step f) to provide the title compound (180 mg, 39%) as a yellow powder: 1H NMR (300 MHz, CDCl3) δ 7.48 (d, J=8.4 Hz, 1H), 7.35-7.28 (m, 2H), 7.27-7.18 (m, 4H), 6.99-6.97 (dd, J=8.3, 1.8 Hz, 1H), 4.61 (br s, 2H), 3.74 (br s, 4H), 3.60 (s, 3H), 3.45 (br s, 2H), 2.91 (br s, 4H), 2.74 (br s, 4H), 1.50 (s, 9H). Run in CN(C=O)C (N,N-dimethylformamide). Reported procedure: To a reaction vessel containing inert atmosphere, e.g., nitrogen, was added carbonate (A), adenine, N,N-dimethylformamide (DMF) and catalytic amount of base such as sodium hydroxide, then (R)-9-(2-hydroxypropyl)adenine (B) was obtained; Yields the product O[C@@H](CN1C2=NC=NC(=C2N=C1)N)C ((R)-9-(2-hydroxypropyl)adenine). Starting materials: C1(OC[C@@H](C)O1)=O ((R)-1,2-propylene carbonate), N1=CN=C2N=CNC2=C1N (adenine), [OH-].[Na+] (sodium hydroxide). RXN SMILES: C1(=O)[O:6][C@H:4]([CH3:5])[CH2:3]O1.[N:8]1[C:16]([NH2:17])=[C:15]2[C:11]([N:12]=[CH:13][NH:14]2)=[N:10][CH:9]=1.[OH-].[Na+]>CN(C)C=O>[OH:6][C@H:4]([CH3:5])[CH2:3][N:12]1[CH:13]=[N:14][C:15]2[C:11]1=[N:10][CH:9]=[N:8][C:16]=2[NH2:17] |f:2.3|. Reactants: ClC=1NC2=CC(=CC=C2C1)Cl (2,6-dichloro-1H-indole), BrC=1C=NN(C1)CCC (4-bromo-1-propyl-1H-pyrazole), BrC=1C=NN(C1)CCC (4-bromo-1-propyl-1H-pyrazole), P(=O)([O-])([O-])[O-].[K+].[K+].[K+] (potassium phosphate), CNCCNC (N,N′-dimethylethylene diamine). Reagents/catalysts: [Cu]I (CuI). Run in C1(=CC=CC=C1)C (toluene). Conditions: temperature 120 celsius, time 12 hour. Yields the product ClC=1N(C2=CC(=CC=C2C1)Cl)C=1C=NN(C1)CCC (2,6-dichloro-1-(1-propyl-1H-pyrazol-4-yl)-1H-indole). Isolated yield 36.0%. Reaction SMILES: [Cl:1][C:2]1[NH:3][C:4]2[C:9]([CH:10]=1)=[CH:8][CH:7]=[C:6]([Cl:11])[CH:5]=2.Br[C:13]1[CH:14]=[N:15][N:16]([CH2:18][CH2:19][CH3:20])[CH:17]=1.P([O-])([O-])([O-])=O.[K+].[K+].[K+].CNCCNC>C1(C)C=CC=CC=1.[Cu]I>[Cl:1][C:2]1[N:3]([C:13]2[CH:14]=[N:15][N:16]([CH2:18][CH2:19][CH3:20])[CH:17]=2)[C:4]2[C:9]([CH:10]=1)=[CH:8][CH:7]=[C:6]([Cl:11])[CH:5]=2 |f:2.3.4.5|. Procedure: To a stirred solution of compound 2 (350 mg, 1.89 mmol) in toluene (10 mL) under inert atmosphere were added 4-bromo-1-propyl-1H-pyrazole (Intermediate B; 422 mg, 2.27 mmol), potassium phosphate (1 g, 4.72 mmol), N,N′-dimethylethylene diamine (66.7 mg, 0.75 mmol) and CuI (36 mg, 0.18 mmol) at RT; heated to 120° C. and stirred for 12 h in a sealed tube. The reaction was monitored by TLC; after completion of the reaction, the volatiles were removed under reduced pressure to obtain the crude. This ...